Dataset: the Open Reaction Database (ORD), a public repository of structured organic reaction records. Task: describe an organic reaction: reactants, conditions, products, and yield The reactants are C(C1=CC=CC=C1)OC=1C=C(C=CC1OC)C=1OC=C(N1)CC(C(=O)OC)C(=O)C1=NC=CC=C1C (methyl 2-[2-(3-benzyloxy-4-methoxyphenyl)oxazol-4-ylmethyl]-3-(3-methylpyridin-2-yl)-3-oxopropionate), Cl (hydrochloric acid). The solvent is C(C)O (ethanol). Run at temperature 80 celsius. The product is OC=1C=C(C=CC1OC)C=1OC=C(N1)CCC(=O)C1=NC=CC=C1C (3-[2-(3-hydroxy-4-methoxy phenyl)oxazol-4-yl]-1-(3-methylpyridin-2-yl)propan-1-one). Reaction SMILES: C([O:8][C:9]1[CH:10]=[C:11]([C:17]2[O:18][CH:19]=[C:20]([CH2:22][CH:23]([C:28]([C:30]3[C:35]([CH3:36])=[CH:34][CH:33]=[CH:32][N:31]=3)=[O:29])C(OC)=O)[N:21]=2)[CH:12]=[CH:13][C:14]=1[O:15][CH3:16])C1C=CC=CC=1.Cl>C(O)C>[OH:8][C:9]1[CH:10]=[C:11]([C:17]2[O:18][CH:19]=[C:20]([CH2:22][CH2:23][C:28]([C:30]3[C:35]([CH3:36])=[CH:34][CH:33]=[CH:32][N:31]=3)=[O:29])[N:21]=2)[CH:12]=[CH:13][C:14]=1[O:15][CH3:16]. Procedure details: A 5.5 g quantity of methyl 2-[2-(3-benzyloxy-4-methoxy phenyl)oxazol-4-ylmethyl]-3-(3-methylpyridin-2-yl)-3-oxopropionate obtained in Example 135 was dissolved in 20 ml of ethanol, 80 ml of a 5N aqueous hydrochloric acid solution was added thereto, and the mixture was stirred with heating at 80° C. for 1.5 hours. While stirring with ice cooling, the reaction mixture was neutralized with 5 N aqueous sodium hydroxide solution, and ethyl acetate extraction was performed. The organic layer was washe... Reactants: [Cl-].[NH4+] (Ammonium chloride), CC(C(C(=O)OC)NC(=O)C=1OC(=CN1)C1=CC=C(C=C1)[N+](=O)[O-])C (Methyl 3-methyl-2-(5-(4-nitrophenyl)oxazole-2-carboxamido)butanoate). Reagents/catalysts: [Fe] (iron). Solvent: CCO (EtOH), C1CCOC1 (THF), O (water), O (water). Reaction conditions: temperature 80 celsius. Product: NC1=CC=C(C=C1)C1=CN=C(O1)C(=O)NC(C(=O)OC)C(C)C (Methyl 2-(5-(4-aminophenyl)oxazole-2-carboxamido)-3-methylbutanoate). Isolated yield 86.0%. As a reaction SMILES: [CH3:1][CH:2]([CH3:25])[CH:3]([NH:8][C:9]([C:11]1[O:12][C:13]([C:16]2[CH:21]=[CH:20][C:19]([N+:22]([O-])=O)=[CH:18][CH:17]=2)=[CH:14][N:15]=1)=[O:10])[C:4]([O:6][CH3:7])=[O:5].[Cl-].[NH4+]>CCO.C1COCC1.O.[Fe]>[NH2:22][C:19]1[CH:20]=[CH:21][C:16]([C:13]2[O:12][C:11]([C:9]([NH:8][CH:3]([CH:2]([CH3:25])[CH3:1])[C:4]([O:6][CH3:7])=[O:5])=[O:10])=[N:15][CH:14]=2)=[CH:17][CH:18]=1 |f:1.2|. Procedure details: Methyl 3-methyl-2-(5-(4-nitrophenyl)oxazole-2-carboxamido)butanoate (step E product, 700 mg) was dissolved in a solvent mixture of EtOH (7 ml), THF (2.8 ml), and water (2.8 ml). Ammonium chloride (323 mg) and iron (264 mg) were then added and the reaction mixture was refluxed at 80° C. for 3 hours. It was then cooled, filtered through celite and the solvent was removed under reduced pressure to get dark brown residue. The residue was dissolved in water and extracted with EtOAc. Organic layer was... Reactants: C1CCOC1, O=C(Oc1ccc([N+](=O)[O-])cc1)N1CCc2ccccc2C1c1ccc(C(F)(F)F)cc1, [H-], Cc1cc(C#N)ccc1N, [Na+], O. The product is Cc1cc(C#N)ccc1NC(=O)N1CCc2ccccc2C1c1ccc(C(F)(F)F)cc1. Reaction SMILES: [CH2:46]1[O:47][CH2:48][CH2:49][CH2:50]1.[F:13][C:14]([c:15]1[cH:16][cH:17][c:18]([CH:21]2[N:22]([C:31](=[O:32])[O:33][c:34]3[cH:35][cH:36][c:37]([N+:38]([O-:39])=[O:40])[cH:41][cH:42]3)[CH2:23][CH2:24][c:25]3[cH:26][cH:27][cH:28][cH:29][c:30]32)[cH:19][cH:20]1)([F:43])[F:44].[H-:11].[NH2:1][c:2]1[c:3]([CH3:10])[cH:4][c:5]([C:6]#[N:7])[cH:8][cH:9]1.[Na+:12].[OH2:45]>>[NH:1]([c:2]1[c:3]([CH3:10])[cH:4][c:5]([C:6]#[N:7])[cH:8][cH:9]1)[C:31]([N:22]1[CH:21]([c:18]2[cH:17][cH:16][c:15]([C:14]([F:13])([F:43])[F:44])[cH:20][cH:19]2)[c:30]2[c:25]([cH:26][cH:27][cH:28][cH:29]2)[CH2:24][CH2:23]1)=[O:32]. The reactants are ClC1=CC=C(C=C1)C1(CCC1)C(=O)O (1-(4-chloro-phenyl)-cyclobutanecarboxylic acid), C(C)(=O)[O-].[Na+] (sodium acetate). The reagents and catalysts are [Pd] (Pd/C). Solvent: CO (methanol). Run at time 1 hour. Yields the product C1(CCCCC1)C1(CCC1)C(=O)O (1-Cyclohexyl-cyclobutanecarboxylic acid). RXN SMILES: Cl[C:2]1[CH:7]=[CH:6][C:5]([C:8]2([C:12]([OH:14])=[O:13])[CH2:11][CH2:10][CH2:9]2)=[CH:4][CH:3]=1.C([O-])(=O)C.[Na+]>CO.[Pd]>[CH:5]1([C:8]2([C:12]([OH:14])=[O:13])[CH2:11][CH2:10][CH2:9]2)[CH2:4][CH2:3][CH2:2][CH2:7][CH2:6]1 |f:1.2|. Procedure details: A mixture of 2.04 g 1-(4-chloro-phenyl)-cyclobutanecarboxylic acid [50921-39-6], 0.875 g sodium acetate and 0.20 g 10% Pd/C in 15 ml of methanol is hydrogenated at room temperature and 0.1 bar for 1 hour. The catalyst is removed by filtration over Hyflo and the filtrate is charged with 0.20 g of Nishimura's catalyst. The mixture is hydrogenated at room temperature and 4 bar for 1.5 hours. The catalyst is removed by filtration over Hyflo and concentrated by evaporation to provide the title compou... Reactants: O=C(c1ncc[nH]1)c1ncc[nH]1, CN(C)C=O, Nc1nnn[nH]1, O=C(O)c1cn2c(cnc3ccccc32)n1. Yields the product O=C(Nc1nnn[nH]1)c1cn2c(cnc3ccccc32)n1. RXN SMILES: [C:17]([c:18]1[nH:19][cH:20][cH:21][n:22]1)([c:23]1[nH:24][cH:25][cH:26][n:27]1)=[O:28].[CH3:35][N:36]([CH3:37])[CH:38]=[O:39].[NH2:29][c:30]1[n:31][n:32][n:33][nH:34]1.[cH:1]1[c:2]([C:14](=[O:15])[OH:16])[n:3][c:4]2[n:5]1[c:6]1[cH:7][cH:8][cH:9][cH:10][c:11]1[n:12][cH:13]2>>[cH:1]1[c:2]([C:14](=[O:16])[NH:29][c:30]2[nH:31][n:32][n:33][n:34]2)[n:3][c:4]2[n:5]1[c:6]1[cH:7][cH:8][cH:9][cH:10][c:11]1[n:12][cH:13]2.